Task: describe an organic reaction: reactants, conditions, products, and yield. Dataset: the Open Reaction Database (ORD), a public repository of structured organic reaction records Reactants: FC(F)(Br)C(F)(F)Br, O=C([O-])[O-], CN(C)C=O, Sc1c(Cl)cccc1Cl, [K+], [K+]. Product: FC(F)(Br)C(F)(F)Sc1c(Cl)cccc1Cl. Reaction SMILES: [Br:16][C:17]([C:18]([Br:19])([F:20])[F:21])([F:22])[F:23].[C:10](=[O:11])([O-:12])[O-:13].[CH3:24][N:25]([CH3:26])[CH:27]=[O:28].[Cl:1][c:2]1[c:3]([SH:9])[c:4]([Cl:8])[cH:5][cH:6][cH:7]1.[K+:14].[K+:15]>>[Cl:1][c:2]1[c:3]([S:9][C:18]([C:17]([Br:16])([F:22])[F:23])([F:20])[F:21])[c:4]([Cl:8])[cH:5][cH:6][cH:7]1. Starting materials: ClC1=C(C2=C(CCNCC2)C=C1)SCC1=CC=C(C=C1)C(NCC1=CC=C(C=C1)F)=O (7-chloro-6-[4-(4-fluorobenzylcarbamoyl)-benzylthio]-2,3,4,5-tetrahydro-1H-benzo[d]azepine), COC1=CC=C(C=C1)P1(SP(S1)(C1=CC=C(C=C1)OC)=S)=S (2,4-bis(4-methoxyphenyl)-1,3-dithia-2,4-diphosphetane-2,4-disulfide). The solvent is O1CCOCC1 (1,4-dioxane). Product: ClC1=C(C2=C(CCNCC2)C=C1)SCC1=CC=C(C=C1)C(NCC1=CC=C(C=C1)F)=S (7-chloro-6-[4-(4-fluorobenzylthiocarbamoyl)-benzylthio]-2,3,4,5-tetrahydro-1H-benzo[d]azepine). Reaction SMILES: [Cl:1][C:2]1[CH:12]=[CH:11][C:5]2[CH2:6][CH2:7][NH:8][CH2:9][CH2:10][C:4]=2[C:3]=1[S:13][CH2:14][C:15]1[CH:20]=[CH:19][C:18]([C:21](=O)[NH:22][CH2:23][C:24]2[CH:29]=[CH:28][C:27]([F:30])=[CH:26][CH:25]=2)=[CH:17][CH:16]=1.COC1C=CC(P2(=S)SP(=S)(C3C=CC(OC)=CC=3)[S:41]2)=CC=1>O1CCOCC1>[Cl:1][C:2]1[CH:12]=[CH:11][C:5]2[CH2:6][CH2:7][NH:8][CH2:9][CH2:10][C:4]=2[C:3]=1[S:13][CH2:14][C:15]1[CH:20]=[CH:19][C:18]([C:21](=[S:41])[NH:22][CH2:23][C:24]2[CH:29]=[CH:28][C:27]([F:30])=[CH:26][CH:25]=2)=[CH:17][CH:16]=1. Procedure details: Combine 7-chloro-6-[4-(4-fluorobenzylcarbamoyl)-benzylthio]-2,3,4,5-tetrahydro-1H-benzo[d]azepine (23 mg, 0.05 mmol) with 2,4-bis(4-methoxyphenyl)-1,3-dithia-2,4-diphosphetane-2,4-disulfide (Lawesson's reagent) (23 mg, 0.05 mmol) in anhydrous 1,4-dioxane (1 mL) in a sealed tube and heat at 100° C. for 2 h Cool the reaction mixture to room temperature, concentrate in vacuo and purify the residue by SCX chromatography to obtain 7-chloro-6-[4-(4-fluorobenzylthiocarbamoyl)-benzylthio]-2,3,4,5-tetrah...